From a dataset of the Open Reaction Database (ORD), a public repository of structured organic reaction records. describe an organic reaction: reactants, conditions, products, and yield Starting materials: C1(CCCCC1)=O (cyclohexanone), C1(=CC=C(C=C1)S(=O)(=O)O)C (p-toluenesulfonic acid), C(OC)(OC)OC (trimethyl orthoformate), C(C(C)C)O (isobutanol). Yields the product COC1(CCCCC1)OC (Cyclohexanone dimethyl ketal). Reaction SMILES: [C:1]1(=O)[CH2:6][CH2:5]C[CH2:3][CH2:2]1.[CH:8](OC)([O:11][CH3:12])[O:9][CH3:10].C(O)C(C)C.C1(C)C=CC(S(O)(=O)=O)=CC=1>>[CH3:10][O:9][C:8]1([O:11][CH3:12])[CH2:5][CH2:6][CH2:1][CH2:2][CH2:3]1. Procedure details: Cyclohexanone dimethyl ketal (CHMK) was prepared as described in Example 1 from 1 mol of cyclohexanone and trimethyl orthoformate. 370.6 g of isobutanol (2-methyl-1-propanol, 5.0 mols) were added, and the transketalization was then carried out under reflux while the sump temperature was gradually increased from 110° to 160° C. After a running time of 2 hours, another 0.4 g of p-toluenesulfonic acid was added. The low-boiling-point components, i.e. methyl formate, methanol and a small amount of i...